Dataset: the Open Reaction Database (ORD), a public repository of structured organic reaction records. Task: describe an organic reaction: reactants, conditions, products, and yield The reactants are CN1C(NC2=NC=CN=C2C1=O)=S (3-methylpteridin-4-one-2-thione), [OH-].[Na+] (sodium hydroxide), ClC1=CC=C(C(=O)C2=CC=C(CBr)C=C2)C=C1 (4-(4-chlorobenzoyl) benzyl bromide). Run in C(C)O (ethanol), O (water). Run at time 24 hour. Yields the product ClC1=CC=C(C(=O)C2=CC=C(CSC3=NC4=NC=CN=C4C(N3C)=O)C=C2)C=C1 (2-[4-(4-Chlorobenzoyl)benzylthio]-3-methylpteridin-4-one). Isolated yield 27.9%. Reaction SMILES: [CH3:1][N:2]1[C:11](=[O:12])[C:10]2[C:5](=[N:6][CH:7]=[CH:8][N:9]=2)[NH:4][C:3]1=[S:13].[OH-].[Na+].[Cl:16][C:17]1[CH:32]=[CH:31][C:20]([C:21]([C:23]2[CH:30]=[CH:29][C:26]([CH2:27]Br)=[CH:25][CH:24]=2)=[O:22])=[CH:19][CH:18]=1>C(O)C.O>[Cl:16][C:17]1[CH:18]=[CH:19][C:20]([C:21]([C:23]2[CH:30]=[CH:29][C:26]([CH2:27][S:13][C:3]3[N:2]([CH3:1])[C:11](=[O:12])[C:10]4[C:5](=[N:6][CH:7]=[CH:8][N:9]=4)[N:4]=3)=[CH:25][CH:24]=2)=[O:22])=[CH:31][CH:32]=1 |f:1.2|. Procedure details: To a solution of 3-methylpteridin-4-one-2-thione, (194 mg) in ethanol (5 ml) were added 1N-aqueous sodium hydroxide solution (1.2 ml) and 4-(4-chlorobenzoyl) benzyl bromide (310 mg) and the mixture was stirred at room temperature for 24 hours. The reaction mixture was diluted with water and extracted with ethyl acetate. The extract was washed with saturated aqueous NaCl solution and dried over anhydrous sodium sulfate. The solvent was then distilled off and the residue was purified by silica gel... Starting materials: BrCc1ccccc1, O=C([O-])[O-], COc1cc(C=O)cc(OC)c1O, CN(C)C=O, ClCCl, [K+], [K+]. Product: COc1cc(C=O)cc(OC)c1OCc1ccccc1. Reaction SMILES: [Br:20][CH2:21][c:22]1[cH:23][cH:24][cH:25][cH:26][cH:27]1.[C:14](=[O:15])([O-:16])[O-:17].[CH:1]([c:2]1[cH:3][c:4]([O:5][CH3:6])[c:7]([OH:8])[c:9]([O:10][CH3:11])[cH:12]1)=[O:13].[CH:31]([N:32]([CH3:33])[CH3:34])=[O:35].[Cl:28][CH2:29][Cl:30].[K+:18].[K+:19]>>[CH:1]([c:2]1[cH:3][c:4]([O:5][CH3:6])[c:7]([O:8][CH2:21][c:22]2[cH:23][cH:24][cH:25][cH:26][cH:27]2)[c:9]([O:10][CH3:11])[cH:12]1)=[O:13]. The reactants are C(#N)C1=NN(C2=CC=CC=C2C1=O)CC (3-cyano-1-ethyl-1,4-dihydro-4-oxocinnoline), [OH-].[Na+] (sodium hydroxide), C(C)O (ethanol), O (water). Product: C(C)N1N=C(C(C2=CC=CC=C12)=O)C(=O)O (1-Ethyl-1,4-dihydro-4-oxocinnoline-3-carboxylic acid). As a reaction SMILES: [C:1]([C:3]1[C:12](=[O:13])[C:11]2[C:6](=[CH:7][CH:8]=[CH:9][CH:10]=2)[N:5]([CH2:14][CH3:15])[N:4]=1)#N.[OH-:16].[Na+].C(O)C.[OH2:21]>>[CH2:14]([N:5]1[C:6]2[C:11](=[CH:10][CH:9]=[CH:8][CH:7]=2)[C:12](=[O:13])[C:3]([C:1]([OH:21])=[O:16])=[N:4]1)[CH3:15] |f:1.2|. Procedure: A solution of 25 g 3-cyano-1-ethyl-1,4-dihydro-4-oxocinnoline, 100 g sodium hydroxide, 400 ml ethanol and 100 ml water was stirred at 70° C. for 3 hr. After the removal of ethanol by evaporation, to the mixture was added conc. hydrochloric acid to precipitate crystalline materials. Precipitates were separated by filtration, washed with water, ethyl ether/ethanol and dried to yield 25.6 g of the desired compound. Mp.=206°-208° C. Reactants: Cl (hydrochloric acid), P(OC)(OC)[O-] (dimethyl phosphite), CC(C=O)C (2-methylpropionaldehyde). Conditions: time 30 minute. Yields the product O[C@H](C(C)C)P(OC)(OC)=O (dimethyl (S)-1-hydroxy-2-methylpropylphosphonate), final product. Isolated yield 95.0%. As a reaction SMILES: [P:1]([O-:6])([O:4][CH3:5])[O:2][CH3:3].[CH3:7][CH:8]([CH3:11])[CH:9]=[O:10].Cl>>[OH:10][C@@H:9]([P:1](=[O:6])([O:4][CH3:5])[O:2][CH3:3])[CH:8]([CH3:11])[CH3:7]. Procedure: The solution of ALB in tetrahydrofuran (0.1M, 0.40 ml) obtained in Example 1 was concentrated at room temperature for 1 hour under reduced pressure, then 0.4 ml of toluene was added thereto under an argon atmosphere. To this solution was added dimethyl phosphite (37 μl, 0.40 mmol) at room temperature. After stirring at room temperature for 30 minutes, the reaction vessel was cooled to -40° C., and it was maintained at this temperature for 15 minutes. Then 2-methylpropionaldehyde (0.40 mmol) was ... The reactants are C(#N)C=1C(=NC=2N(C1C1=C(C=C(C=C1)Cl)Cl)C=C(N2)CC(=O)OC)C (methyl 2-(6-cyano-5-(2,4-dichlorophenyl)-7-methylimidazo[1,2-a]pyrimidin-2-yl)acetate), [Li+].[OH-] (LiOH), Cl (hydrochloric acid). The solvent is C1CCOC1 (THF). Reaction conditions: time 18 minute. The product is C(#N)C=1C(=NC=2N(C1C1=C(C=C(C=C1)Cl)Cl)C=C(N2)CC(=O)O)C (2-(6-cyano-5-(2,4-dichlorophenyl)-7-methylimidazo[1,2-a]pyrimidin-2-yl)acetic acid). Yield: 94.5%. RXN SMILES: [C:1]([C:3]1[C:4]([CH3:25])=[N:5][C:6]2[N:7]([CH:17]=[C:18]([CH2:20][C:21]([O:23]C)=[O:22])[N:19]=2)[C:8]=1[C:9]1[CH:14]=[CH:13][C:12]([Cl:15])=[CH:11][C:10]=1[Cl:16])#[N:2].[Li+].[OH-].Cl>C1COCC1>[C:1]([C:3]1[C:4]([CH3:25])=[N:5][C:6]2[N:7]([CH:17]=[C:18]([CH2:20][C:21]([OH:23])=[O:22])[N:19]=2)[C:8]=1[C:9]1[CH:14]=[CH:13][C:12]([Cl:15])=[CH:11][C:10]=1[Cl:16])#[N:2] |f:1.2|. Procedure details: To a solution of methyl 2-(6-cyano-5-(2,4-dichlorophenyl)-7-methylimidazo[1,2-a]pyrimidin-2-yl)acetate (Example 162, Step 4, 260 mg, 0.7 mmol) in THF (1.4 mL) was added LiOH (2.0 M in H2O, 7 mL, 14 mmol). After 18 min, the clear brown reaction was adjusted to pH 2 using hydrochloric acid (2 N in H2O, 2.35 mL, 4.7 mmol). The solution became less dark and a precipitate formed. The mixture was extracted with EtOAc (3×7 mL), the combined organic extracts were back-washed with 5 mL water, and then dr... Starting materials: FC(C1=NOC2=C1C=CC(=C2CCC)O)(F)F (3-trifluoromethyl-7-propyl-6-hydroxybenzisoxazole), BrCCCBr (1,3-dibromopropane), C([O-])([O-])=O.[K+].[K+] (potassium carbonate). Run in CC(CC)=O (2-butanone). Yields the product FC(C1=NOC2=C1C=CC(=C2CCC)OCCCBr)(F)F (3-trifluoromethyl-7-propyl-6-(3-bromopropyloxy)-benzisoxazole). As a reaction SMILES: [F:1][C:2]([F:17])([F:16])[C:3]1[C:7]2[CH:8]=[CH:9][C:10]([OH:15])=[C:11]([CH2:12][CH2:13][CH3:14])[C:6]=2[O:5][N:4]=1.[Br:18][CH2:19][CH2:20][CH2:21]Br.C(=O)([O-])[O-].[K+].[K+]>CC(=O)CC>[F:17][C:2]([F:1])([F:16])[C:3]1[C:7]2[CH:8]=[CH:9][C:10]([O:15][CH2:21][CH2:20][CH2:19][Br:18])=[C:11]([CH2:12][CH2:13][CH3:14])[C:6]=2[O:5][N:4]=1 |f:2.3.4|. Procedure details: A solution of 3-trifluoromethyl-7-propyl-6-hydroxybenzisoxazole (2.5 grams) in 2-butanone (30 mL) was treated with 1,3-dibromopropane (4.8 mL) and potassium carbonate (5.0 grams). The mixture was refluxed for 4 hours. The reaction mixture was partitioned between isopropyl acetate and pH 4 buffer. The organic was washed once with water, then dried over magnesium sulfate. The organic was filtered and evaporated to an oil which was flitered through a silica gel plug using methylene chloride and hex... Starting materials: BrB(Br)Br, O=C([O-])O, ClCCl, Cl, COc1cccc(-c2ccc3cc(OC)ccc3c2Oc2ccc(OCCN3CCCCC3)cc2)c1, [Na+]. The product is COc1ccc2c(Oc3ccc(OCCN4CCCCC4)cc3)c(-c3cccc(O)c3)ccc2c1. RXN SMILES: [B:38]([Br:39])([Br:40])[Br:41].[C:42](=[O:43])([OH:44])[O-:45].[CH2:47]([Cl:48])[Cl:49].[ClH:1].[N:2]1([CH2:8][CH2:9][O:10][c:11]2[cH:12][cH:13][c:14]([O:15][c:16]3[c:17](-[c:28]4[cH:29][c:30]([O:34][CH3:35])[cH:31][cH:32][cH:33]4)[cH:18][cH:19][c:20]4[cH:21][c:22]([O:26][CH3:27])[cH:23][cH:24][c:25]34)[cH:36][cH:37]2)[CH2:3][CH2:4][CH2:5][CH2:6][CH2:7]1.[Na+:46]>>[N:2]1([CH2:8][CH2:9][O:10][c:11]2[cH:12][cH:13][c:14]([O:15][c:16]3[c:17](-[c:28]4[cH:29][c:30]([OH:34])[cH:31][cH:32][cH:33]4)[cH:18][cH:19][c:20]4[cH:21][c:22]([O:26][CH3:27])[cH:23][cH:24][c:25]34)[cH:36][cH:37]2)[CH2:3][CH2:4][CH2:5][CH2:6][CH2:7]1.